From a dataset of the Open Reaction Database (ORD), a public repository of structured organic reaction records. describe an organic reaction: reactants, conditions, products, and yield The reactants are C(C)(C)(C)N(N)C(=O)C=1C=C(C=CC1)C (N'-t-butyl-N'-3-toluoyl hydrazine), ClC1=CC=C(C=C1)S(=O)(=O)N=C=O (4-chlorobenzenesulfonyl isocyanate), CCOCC (ether). Solvent: C(Cl)Cl (methylene chloride). Conditions: time 30 minute. Product: C(C)(C)(C)N(NC(=O)NS(=O)(=O)C1=CC=C(C=C1)Cl)C(=O)C=1C=C(C=CC1)C (1-t-butyl-1-(3-toluoyl)-4-(4-chlorobenzenesulfonyl)semicarbazide). RXN SMILES: [C:1]([N:5]([C:7]([C:9]1[CH:10]=[C:11]([CH3:15])[CH:12]=[CH:13][CH:14]=1)=[O:8])[NH2:6])([CH3:4])([CH3:3])[CH3:2].[Cl:16][C:17]1[CH:22]=[CH:21][C:20]([S:23]([N:26]=[C:27]=[O:28])(=[O:25])=[O:24])=[CH:19][CH:18]=1.CCOCC>C(Cl)Cl>[C:1]([N:5]([C:7]([C:9]1[CH:10]=[C:11]([CH3:15])[CH:12]=[CH:13][CH:14]=1)=[O:8])[NH:6][C:27]([NH:26][S:23]([C:20]1[CH:21]=[CH:22][C:17]([Cl:16])=[CH:18][CH:19]=1)(=[O:24])=[O:25])=[O:28])([CH3:4])([CH3:3])[CH3:2]. Reported procedure: To a solution of N'-t-butyl-N'-3-toluoyl hydrazine (4.03 g, 0.02 mol) in methylene chloride (25 ml) under nitrogen was added 4-chlorobenzenesulfonyl isocyanate (5 g, 80%, 0.02 mol) at room temperature. The exothermic reaction mixture was stirred at room temperature for 30 minutes. The solvent was evaporated under reduced pressure to give an oil. A precipitate appeared after treating with ether. The pure product was collected by suction-filtration and washed with a small amount of ether affording... Starting materials: NCC1=CC=C(CN2N=NC(=C2)CCC(=O)O)C=C1 (3-[1-(4-aminomethylbenzyl)-1,2,3-triazol-4-yl]-propionic acid), C(#N)C1=CC=C(CN2N=NC(=C2)C=CC(=O)O)C=C1 (3-[1-(4-cyanobenzyl)-1,2,3-triazol-4-yl]-acrylic acid). The product is C(#N)C1=CC=C(CN2N=NC(=C2)C=CC=O)C=C1 (3-[1-(4-cyanobenzyl)-1,2,3-triazol-4-yl]-acrolein). Yield: 41.0%. RXN SMILES: [NH2:1][CH2:2][C:3]1[CH:19]=[CH:18][C:6]([CH2:7][N:8]2[CH:12]=[C:11]([CH2:13][CH2:14][C:15](O)=[O:16])[N:10]=[N:9]2)=[CH:5][CH:4]=1.C(C1C=CC(CN2C=C(C=CC(O)=O)N=N2)=CC=1)#N>>[C:2]([C:3]1[CH:19]=[CH:18][C:6]([CH2:7][N:8]2[CH:12]=[C:11]([CH:13]=[CH:14][CH:15]=[O:16])[N:10]=[N:9]2)=[CH:5][CH:4]=1)#[N:1]. Reported procedure: 3-[1-(4-aminomethylbenzyl)-1,2,3-triazol-4-yl]-propionic acid (m.p. 207°-210° C.; prepared by catalytic hydrogenation of 3-[1-(4-cyanobenzyl)-1,2,3-triazol-4-yl]-acrylic acid (m.p. 168°-170° C.) which is obtained by oxidation of the corresponding 3-[1-(4-cyanobenzyl)-1,2,3-triazol-4-yl]-acrolein (m.p. 152°-155° C.)): Starting materials: ClC1=NN(C(=C1C(=O)OCC)S(=O)(=O)N)C (3-chloro-4-ethoxycarbonyl-1-methylpyrazole-5-sulfonamide), ClC(=O)OCC (ethyl chloroformate), C([O-])([O-])=O.[K+].[K+] (potassium carbonate). Solvent: CC(=O)C (acetone). The product is C(C)OC(=O)NS(=O)(=O)C1=C(C(=NN1C)Cl)C(=O)OCC (N-(ethoxycarbonyl)-3-chloro-4-ethoxycarbonyl-1-methylpyrazole-5-sulfonamide). The yield is 88.4%. Reaction SMILES: [Cl:1][C:2]1[C:6]([C:7]([O:9][CH2:10][CH3:11])=[O:8])=[C:5]([S:12]([NH2:15])(=[O:14])=[O:13])[N:4]([CH3:16])[N:3]=1.Cl[C:18]([O:20][CH2:21][CH3:22])=[O:19].C(=O)([O-])[O-].[K+].[K+]>CC(C)=O>[CH2:21]([O:20][C:18]([NH:15][S:12]([C:5]1[N:4]([CH3:16])[N:3]=[C:2]([Cl:1])[C:6]=1[C:7]([O:9][CH2:10][CH3:11])=[O:8])(=[O:14])=[O:13])=[O:19])[CH3:22] |f:2.3.4|. Reported procedure: Into 30 ml of dry acetone, there were added 5.35 g of 3-chloro-4-ethoxycarbonyl-1-methylpyrazole-5-sulfonamide, 2.5 g of ethyl chloroformate and 4.14 g of anhydrous potassium carbonate and the mixture was refluxed for three hours. After cooling, acetone was evaporated and the residue was added into ice-water. After separation of a trace of water insolubles, the filtrate was made acidic with hydrochloric acid. The reaction mixture was extrated with diethyl ether and organic layer was dried and th... The reactants are [BH4-].[Na+] (sodium borohydride), BrCC(=O)C=1C=C2CCC(NC2=CC1)=O (3,4-dihydro-6-bromoacetylquinolin-2(1H)-one), CC(CCC1=C(C=CC=C1)OC)(N)C (1,1-dimethyl-3-(2-methoxy-phenyl)-propanamine), C([O-])([O-])=O.[K+].[K+] (potassium carbonate). The solvent is CN(C=O)C (dimethylformamide), CO (methanol). Product: OC(CNC(CCC1=C(C=CC=C1)OC)(C)C)C=1C=C2CCC(NC2=CC1)=O (3,4-dihydro-6-[1-hydroxy-2-[[1,1-dimethyl-3-(2-methoxy-phenyl)-propyl]-amino]-ethyl]-quinolin-2(1H)-one). As a reaction SMILES: Br[CH2:2][C:3]([C:5]1[CH:6]=[C:7]2[C:12](=[CH:13][CH:14]=1)[NH:11][C:10](=[O:15])[CH2:9][CH2:8]2)=[O:4].[CH3:16][C:17]([CH3:29])([NH2:28])[CH2:18][CH2:19][C:20]1[CH:25]=[CH:24][CH:23]=[CH:22][C:21]=1[O:26][CH3:27].C(=O)([O-])[O-].[K+].[K+].[BH4-].[Na+]>CN(C)C=O.CO>[OH:4][CH:3]([C:5]1[CH:6]=[C:7]2[C:12](=[CH:13][CH:14]=1)[NH:11][C:10](=[O:15])[CH2:9][CH2:8]2)[CH2:2][NH:28][C:17]([CH3:29])([CH3:16])[CH2:18][CH2:19][C:20]1[CH:25]=[CH:24][CH:23]=[CH:22][C:21]=1[O:26][CH3:27] |f:2.3.4,5.6|. Procedure: 6.0 g (0.023 mole) of 3,4-dihydro-6-bromoacetylquinolin-2(1H)-one, 4.8 g (0.025 mole) of 1,1-dimethyl-3-(2-methoxy-phenyl)-propanamine and 3.2 g (0.03 mole) of potassium carbonate are stirred in 100 ml of dimethylformamide at room temperature for 24 hours. After dilution with methanol, the product is reduced with an excess of sodium borohydride. The solvents are removed in vacuo, the residue is taken up in methylene chloride and the mixture is extracted with water. Column chromatography on silic...